Dataset: the Open Reaction Database (ORD), a public repository of structured organic reaction records. Task: describe an organic reaction: reactants, conditions, products, and yield The reactants are BrCC1=CC=C(C=C1)S(=O)(=O)NCC(C)C (4-bromomethyl-N-isobutyl-benzenesulfonamide), C1(=CC=CC=C1)P(C1=CC=CC=C1)C1=CC=CC=C1 (triphenylphosphine). The solvent is C1(=CC=CC=C1)C (toluene). The product is [Br-].C(C(C)C)NS(=O)(=O)C1=CC=C(C[PH3+])C=C1 (4-isobutylsulfamoyl-benzyl-phosphonium bromide). Yield: 156.5%. Reaction SMILES: [Br:1][CH2:2][C:3]1[CH:8]=[CH:7][C:6]([S:9]([NH:12][CH2:13][CH:14]([CH3:16])[CH3:15])(=[O:11])=[O:10])=[CH:5][CH:4]=1.C1([P:23](C2C=CC=CC=2)C2C=CC=CC=2)C=CC=CC=1>C1(C)C=CC=CC=1>[Br-:1].[CH2:13]([NH:12][S:9]([C:6]1[CH:7]=[CH:8][C:3]([CH2:2][PH3+:23])=[CH:4][CH:5]=1)(=[O:11])=[O:10])[CH:14]([CH3:16])[CH3:15] |f:3.4|. Procedure details: A mixture of 4-bromomethyl-N-isobutyl-benzenesulfonamide (1.08 g, 3.53 mmol) and triphenylphosphine (1.39 g, 5.29 mmol) in toluene (20 mL) was heated at reflux for 18 hours. The precipitate was collected from the cooled mixture, washed with toluene and air dried to give 4-isobutylsulfamoyl-benzyl-phosphonium bromide (1.88 g, 94%). 1H NMR (300 MHz, DMSO) δ 7.96-7.88 (m, 2H), 7.79-7.56 (m, 15H), 7.20-7.13 (m, 2H), 5.29 (d, J=16.1 Hz, 2H), 2.53-2.46 (m, 2H), 1.64-1.48 (m, 1H), 0.77 (d, J=6.7 Hz, 6H...